This data is from the Open Reaction Database (ORD), a public repository of structured organic reaction records. The task is: describe an organic reaction: reactants, conditions, products, and yield Starting materials: CC(C)C[AlH]CC(C)C (DIBAL), C(C)OC(=O)C=C1CCNCC1 (4-(ethoxycarbonylmethylidene)piperidine), CO (methanol). Solvent: C1(=CC=CC=C1)C (toluene), C1(=CC=CC=C1)C (toluene). Run at time 2 hour. Yields the product OCC=C1CCNCC1 (4-(Hydroxyethylidene)Piperidine). Isolated yield 68.2%. RXN SMILES: CC(C[AlH]CC(C)C)C.C([O:12][C:13]([CH:15]=[C:16]1[CH2:21][CH2:20][NH:19][CH2:18][CH2:17]1)=O)C.CO>C1(C)C=CC=CC=1>[OH:12][CH2:13][CH:15]=[C:16]1[CH2:21][CH2:20][NH:19][CH2:18][CH2:17]1. Procedure details: A solution of 15 ml of DIBAL (1.5 M solution in toluene) in 20 ml of toluene is added dropwise with 0.976 g of 4-(ethoxycarbonylmethylidene)piperidine, dissolved in few milliliter of toluene. The reaction mixture is stirred at room temperature for 2 hours, then it is cooled to 0-5° C. and added dropwise with methanol, until the gaz development is seen. The mixture is concentrated to a little volume and diethyl ether is added: a white solid separates, which is filtered off. The organic phase is c... The reactants are COC(=O)c1cc(C)cc(Br)c1, N#Cc1cccc(B(O)O)c1, COC(=O)c1cc(C)cc(-c2cccc(C#N)c2)c1, O=C1CCC(=O)N1Br, N#Cc1cccc(O)c1. The product is COC(=O)c1cc(COc2cccc(C#N)c2)cc(-c2cccc(C#N)c2)c1. Reaction SMILES: [Br:12][c:13]1[cH:14][c:15]([C:20]([O:21][CH3:22])=[O:23])[cH:16][c:17]([CH3:18])[cH:19]1.[C:1]([c:2]1[cH:3][c:4]([B:5]([OH:6])[OH:7])[cH:8][cH:9][cH:10]1)#[N:11].[C:24](#[N:25])[c:26]1[cH:27][c:28](-[c:32]2[cH:33][c:34]([C:39](=[O:40])[O:41][CH3:42])[cH:35][c:36]([CH3:38])[cH:37]2)[cH:29][cH:30][cH:31]1.[O:43]=[C:44]1[N:45]([Br:46])[C:47](=[O:48])[CH2:49][CH2:50]1.[OH:51][c:52]1[cH:53][c:54]([C:55]#[N:56])[cH:57][cH:58][cH:59]1>>[C:24](#[N:25])[c:26]1[cH:27][c:28](-[c:32]2[cH:33][c:34]([C:39](=[O:40])[O:41][CH3:42])[cH:35][c:36]([CH2:38][O:51][c:52]3[cH:53][c:54]([C:55]#[N:56])[cH:57][cH:58][cH:59]3)[cH:37]2)[cH:29][cH:30][cH:31]1. Starting materials: C(C)(C)(C)OC(=O)N1CCC(CC1)(C(=O)O)C1=C(C=CC=C1)Br (4-(2-bromo-phenyl)-piperidine-1,4-dicarboxylic acid mono-tert-butyl ester), ClC(=C(C)C)N(C)C (1-chloro-N,N,2-trimethylpropenylamine), [N-]=[N+]=[N-].[Na+] (sodium azide). Solvent: COC(C)(C)C (tert-butyl methyl ether), ClCCl (dichloromethane). Reaction conditions: time 45 minute. The product is C(C)(C)(C)OC(=O)N1CCC(CC1)(C1=C(C=CC=C1)Br)C(=O)N=[N+]=[N-] (4-Azidocarbonyl-4-(2-bromo-phenyl)-piperidine-1-carboxylic acid tert-butyl ester). Isolated yield 82.7%. As a reaction SMILES: [C:1]([O:5][C:6]([N:8]1[CH2:13][CH2:12][C:11]([C:17]2[CH:22]=[CH:21][CH:20]=[CH:19][C:18]=2[Br:23])([C:14](O)=[O:15])[CH2:10][CH2:9]1)=[O:7])([CH3:4])([CH3:3])[CH3:2].ClC(N(C)C)=C(C)C.[N-:32]=[N+:33]=[N-:34].[Na+]>ClCCl.COC(C)(C)C>[C:1]([O:5][C:6]([N:8]1[CH2:13][CH2:12][C:11]([C:14]([N:32]=[N+:33]=[N-:34])=[O:15])([C:17]2[CH:22]=[CH:21][CH:20]=[CH:19][C:18]=2[Br:23])[CH2:10][CH2:9]1)=[O:7])([CH3:4])([CH3:3])[CH3:2] |f:2.3|. Reported procedure: To a solution of 2.00 g (5.20 mmol) 4-(2-bromo-phenyl)-piperidine-1,4-dicarboxylic acid mono-tert-butyl ester in 26 ml dichloromethane were added 0.76 ml (5.73 mmol) 1-chloro-N,N,2-trimethylpropenylamine at room temperature. After stirring for 45 min the reaction mixture was concentrated in vacuo. The residual oil was redissolved in 26 ml dry N,N-dimethylformamide and treated with 0.51 g (7.8 mmol) sodium azide. After stirring for 1 h the reaction mixture was diluted with 200 ml tert-butyl methy... Starting materials: C(C)(=O)O[BH-](OC(C)=O)OC(C)=O.[Na+] (Sodium triacetoxyborohydride), Cl.Cl.C(CCC)C=1N=NC(=CC1C1=CC(=C(C=C1)OC1CCCCC1)C=1C=NN(C1)C)OC1CCNCC1 (3-butyl-4-[4-cyclohexyloxy-3-(1-methyl-1H-pyrazol-4-yl)-phenyl]-6-(piperidin-4-yloxy)-pyridazine dihydrochloride), C=O (formaldehyde), O (water). Reagents/catalysts: C(C)(=O)O (acetic acid). The solvent is C(Cl)Cl (DCM). Reaction conditions: time 2 hour. Yields the product Cl.Cl.C(CCC)C=1N=NC(=CC1C1=CC(=C(C=C1)OC1CCCCC1)C=1C=NN(C1)C)OC1CCN(CC1)C (3-Butyl-4-[4-cyclohexyloxy-3-(1-methyl-1H-pyrazol-4-yl)-phenyl]-6-(1-methyl-piperidin-4-yloxy)-pyridazine dihydrochloride). Isolated yield 157.9%. Reaction SMILES: [ClH:1].Cl.[CH2:3]([C:7]1[N:8]=[N:9][C:10]([O:32][CH:33]2[CH2:38][CH2:37][NH:36][CH2:35][CH2:34]2)=[CH:11][C:12]=1[C:13]1[CH:18]=[CH:17][C:16]([O:19][CH:20]2[CH2:25][CH2:24][CH2:23][CH2:22][CH2:21]2)=[C:15]([C:26]2[CH:27]=[N:28][N:29]([CH3:31])[CH:30]=2)[CH:14]=1)[CH2:4][CH2:5][CH3:6].C=O.O.[C:42](O[BH-](OC(=O)C)OC(=O)C)(=O)C.[Na+]>C(Cl)Cl.C(O)(=O)C>[ClH:1].[ClH:1].[CH2:3]([C:7]1[N:8]=[N:9][C:10]([O:32][CH:33]2[CH2:38][CH2:37][N:36]([CH3:42])[CH2:35][CH2:34]2)=[CH:11][C:12]=1[C:13]1[CH:18]=[CH:17][C:16]([O:19][CH:20]2[CH2:21][CH2:22][CH2:23][CH2:24][CH2:25]2)=[C:15]([C:26]2[CH:27]=[N:28][N:29]([CH3:31])[CH:30]=2)[CH:14]=1)[CH2:4][CH2:5][CH3:6] |f:0.1.2,5.6,9.10.11|. Procedure details: To a solution of 3-butyl-4-[4-cyclohexyloxy-3-(1-methyl-1H-pyrazol-4-yl)-phenyl]-6-(piperidin-4-yloxy)-pyridazine dihydrochloride (0.094 mmol, 56.3 mg) in DCM (1 mL) was added formaldehyde solution in water (37%, 0.3 mmol, 0.022 mL), and 2 drops of acetic acid. Sodium triacetoxyborohydride (0.4 mmol, 89 mg, 95%) was added. The reaction mixture was stirred at room temperature for 2 h and partitioned between ethyl acetate (20 mL) and saturated aq. sodium bicarbonate solution (20 mL). The ethyl ace...